The task is: describe an organic reaction: reactants, conditions, products, and yield. This data is from the Open Reaction Database (ORD), a public repository of structured organic reaction records. The solvent is O (water). Reaction SMILES: C[O:2][C:3]1[CH:12]=[CH:11][C:10]2[C:5](=[CH:6][CH:7]=[C:8]([C@H:13]3[CH2:18][CH2:17][C@H:16]([CH2:19][CH2:20][CH3:21])[CH2:15][CH2:14]3)[CH:9]=2)[CH:4]=1.C(O)(=O)C.Br>O>[CH2:19]([C@H:16]1[CH2:17][CH2:18][C@H:13]([C:8]2[CH:9]=[C:10]3[C:5](=[CH:6][CH:7]=2)[CH:4]=[C:3]([OH:2])[CH:12]=[CH:11]3)[CH2:14][CH2:15]1)[CH2:20][CH3:21]. The yield is 100.7%. Procedure: To 28.0 g of 2-methoxy-6-(trans-4-propylcyclohexyl) naphthalene were added 280 ml of acetic acid and 280 ml of 48% hydrobromic acid. The reaction mixture was then heated under reflux for 12 hours. The reaction solution was then allowed to cool to room temperature. To the reaction solution was then added 500 ml of water to cause crystallization. The crystal thus precipitated was then filtered off. The crystal was washed with water, and then dried under reduced pressure to obtain 26.8 g of 6-(tran... Reactants: COC1=CC2=CC=C(C=C2C=C1)[C@@H]1CC[C@H](CC1)CCC (2-methoxy-6-(trans-4-propylcyclohexyl) naphthalene), C(C)(=O)O (acetic acid), Br (hydrobromic acid). Yields the product C(CC)[C@@H]1CC[C@H](CC1)C=1C=C2C=CC(=CC2=CC1)O (6-(trans-4-propylcyclohexyl)-2-naphthol).